describe an organic reaction: reactants, conditions, products, and yield From a dataset of the Open Reaction Database (ORD), a public repository of structured organic reaction records. The reactants are CC(C)(C)[O-], ClCCOCCCl, N#CCc1cccc(C(F)(F)F)c1, [K+], CN(C)C=O. Yields the product N#CC1(c2cccc(C(F)(F)F)c2)CCOCC1. RXN SMILES: [CH3:1][C:2]([CH3:3])([O-:4])[CH3:5].[Cl:20][CH2:21][CH2:22][O:23][CH2:24][CH2:25][Cl:26].[F:7][C:8]([c:9]1[cH:10][c:11]([CH2:15][C:16]#[N:17])[cH:12][cH:13][cH:14]1)([F:18])[F:19].[K+:6].[O:27]=[CH:28][N:29]([CH3:30])[CH3:31]>>[F:7][C:8]([c:9]1[cH:10][c:11]([C:15]2([C:16]#[N:17])[CH2:21][CH2:22][O:23][CH2:24][CH2:25]2)[cH:12][cH:13][cH:14]1)([F:18])[F:19]. Starting materials: C1(=CC=CC=C1)C(C(=O)N[C@H](CCCN)C(=O)N[C@H](C)C1=CC=C(C=C1)O)C1=CC=CC=C1 ((R)-N2 -(diphenylacetyl)-(R)-N-[1-(4-hydroxyphenyl)ethyl]ornithine amide), C(C1=CC=CC=C1)(=O)N=C=S (benzoylisothiocyanate), C(Cl)Cl (CH2Cl2). Reaction conditions: time 24 hour. Yields the product C(C1=CC=CC=C1)(=O)NC(=S)NCCC[C@@H](NC(C(C1=CC=CC=C1)C1=CC=CC=C1)=O)C(=O)N[C@H](C)C1=CC=C(C=C1)OC ((R)-N5 -(Benzoylaminothiocarbonyl)-N2 -(diphenylacetyl)-(R)-N-[1-(4-methoxyphenyl)ethyl]ornithine amide). The yield is 83.0%. As a reaction SMILES: [C:1]1([CH:7]([C:28]2[CH:33]=[CH:32][CH:31]=[CH:30][CH:29]=2)[C:8]([NH:10][C@@H:11]([C:16]([NH:18][C@@H:19]([C:21]2[CH:26]=[CH:25][C:24]([OH:27])=[CH:23][CH:22]=2)[CH3:20])=[O:17])[CH2:12][CH2:13][CH2:14][NH2:15])=[O:9])[CH:6]=[CH:5][CH:4]=[CH:3][CH:2]=1.[C:34]([N:42]=[C:43]=[S:44])(=[O:41])[C:35]1[CH:40]=[CH:39][CH:38]=[CH:37][CH:36]=1.[CH2:45](Cl)Cl>>[C:34]([NH:42][C:43]([NH:15][CH2:14][CH2:13][CH2:12][C@H:11]([C:16]([NH:18][C@@H:19]([C:21]1[CH:26]=[CH:25][C:24]([O:27][CH3:45])=[CH:23][CH:22]=1)[CH3:20])=[O:17])[NH:10][C:8](=[O:9])[CH:7]([C:28]1[CH:33]=[CH:32][CH:31]=[CH:30][CH:29]=1)[C:1]1[CH:6]=[CH:5][CH:4]=[CH:3][CH:2]=1)=[S:44])(=[O:41])[C:35]1[CH:40]=[CH:39][CH:38]=[CH:37][CH:36]=1. Procedure details: To a solution of (R)-N2 -(diphenylacetyl)-(R)-N-[1-(4-hydroxyphenyl)ethyl]ornithine amide (2.0 g; 4.35 mmol; see Example 4(e) above) in CH2Cl2 (50 mL) was added benzoylisothiocyanate (0.59 mL; 4.35 mmol). The reaction mixture was stirred for 24 h at room temperature. The reaction was then concentrated in vacuo and the residue dissolved in EtOAc. The precipitated product, produced by addition of Et2O to the EtOAc solution, was collected and dried to afford 2.25 g (83%) of the sub-title compound a... Reactants: CCOC(C)=O, CNS(=O)(=O)c1cc(Cl)ccc1OC, [H-], [Na+], CN(C)C=O, Sc1ccccc1. The product is CNS(=O)(=O)c1cc(Cl)ccc1O. RXN SMILES: [CH3:29][CH2:30][O:31][C:32](=[O:33])[CH3:34].[Cl:10][c:11]1[cH:12][cH:13][c:14]([O:22][CH3:23])[c:15]([S:17](=[O:18])(=[O:19])[NH:20][CH3:21])[cH:16]1.[H-:1].[Na+:2].[O:24]=[CH:25][N:26]([CH3:27])[CH3:28].[SH:3][c:4]1[cH:5][cH:6][cH:7][cH:8][cH:9]1>>[Cl:10][c:11]1[cH:12][cH:13][c:14]([OH:22])[c:15]([S:17](=[O:18])(=[O:19])[NH:20][CH3:21])[cH:16]1. Reactants: C1CCC2=NCCCN2CC1, CC(O)c1ccccn1, COCCOC, CS(=O)c1nc(N)nc(-c2ccco2)c1C#N. Product: CC(Oc1nc(N)nc(-c2ccco2)c1C#N)c1ccccn1. RXN SMILES: [CH2:27]1[CH2:28][CH2:29][C:30]2=[N:35][CH2:34][CH2:33][CH2:32][N:31]2[CH2:36][CH2:37]1.[CH3:18][CH:19]([OH:20])[c:21]1[n:22][cH:23][cH:24][cH:25][cH:26]1.[CH3:38][O:39][CH2:40][CH2:41][O:42][CH3:43].[NH2:1][c:2]1[n:3][c:4]([S:15]([CH3:16])=[O:17])[c:5]([C:13]#[N:14])[c:6](-[c:8]2[o:9][cH:10][cH:11][cH:12]2)[n:7]1>>[NH2:1][c:2]1[n:3][c:4]([O:20][CH:19]([CH3:18])[c:21]2[n:22][cH:23][cH:24][cH:25][cH:26]2)[c:5]([C:13]#[N:14])[c:6](-[c:8]2[o:9][cH:10][cH:11][cH:12]2)[n:7]1. The reactants are Cl.COC=1C=C(C=CC1OC)C=1C(C(N(N1)C1CCNCC1)=O)(C)C (5-(3,4-dimethoxyphenyl)-4,4-dimethyl-2-(piperidin-4-yl)-2,4-dihydro-3H-pyrazol-3-one hydrochloride), Cl.COC=1C=C(C=CC1OC)C=1C(C(N(N1)C1CCNCC1)=O)(C)C (5-(3,4-dimethoxyphenyl)-4,4-dimethyl-2-(piperidin-4-yl)-2,4-dihydro-3H-pyrazol-3-one hydrochloride), N1=CC=C(C2=CC=CC=C12)C(=O)O (quinoline-4-carboxylic acid). Product: COC=1C=C(C=CC1OC)C=1C(C(N(N1)C1CCN(CC1)C(=O)C1=CC=NC2=CC=CC=C12)=O)(C)C (5-(3,4-Dimethoxyphenyl)-4,4-dimethyl-2-[1-(quinolin-4-ylcarbonyl)piperidin-4-yl]-2,4-dihydro-3H-pyrazol-3-one). As a reaction SMILES: Cl.[CH3:2][O:3][C:4]1[CH:5]=[C:6]([C:12]2[C:13]([CH3:25])([CH3:24])[C:14](=[O:23])[N:15]([CH:17]3[CH2:22][CH2:21][NH:20][CH2:19][CH2:18]3)[N:16]=2)[CH:7]=[CH:8][C:9]=1[O:10][CH3:11].[N:26]1[C:35]2[C:30](=[CH:31][CH:32]=[CH:33][CH:34]=2)[C:29]([C:36](O)=[O:37])=[CH:28][CH:27]=1>>[CH3:2][O:3][C:4]1[CH:5]=[C:6]([C:12]2[C:13]([CH3:25])([CH3:24])[C:14](=[O:23])[N:15]([CH:17]3[CH2:22][CH2:21][N:20]([C:36]([C:29]4[C:30]5[C:35](=[CH:34][CH:33]=[CH:32][CH:31]=5)[N:26]=[CH:27][CH:28]=4)=[O:37])[CH2:19][CH2:18]3)[N:16]=2)[CH:7]=[CH:8][C:9]=1[O:10][CH3:11] |f:0.1|. Procedure: The title compound is prepared analogously as described for GP2-WU2 using 5-(3,4-dimethoxyphenyl)-4,4-dimethyl-2-(piperidin-4-yl)-2,4-dihydro-3H-pyrazol-3-one (compound B1) and quinoline-4-carboxylic acid as starting compounds. The crude product is purified by chromatography (silica gel and DCM/diethyl ether/methanol=5:5:1) to yield the title compound.